From a dataset of the Open Reaction Database (ORD), a public repository of structured organic reaction records. describe an organic reaction: reactants, conditions, products, and yield The reactants are CC(C)(C)OC(=O)NCC1CCN(CCCCCN)C1, CCN=C=O, ClCCl. The product is CCNC(=O)NCCCCCN1CCC(CNC(=O)OC(C)(C)C)C1. RXN SMILES: [C:1]([CH3:2])([CH3:3])([CH3:4])[O:5][C:6](=[O:7])[NH:8][CH2:9][CH:10]1[CH2:11][N:12]([CH2:15][CH2:16][CH2:17][CH2:18][CH2:19][NH2:20])[CH2:13][CH2:14]1.[CH2:21]([CH3:22])[N:23]=[C:24]=[O:25].[CH2:26]([Cl:27])[Cl:28]>>[C:1]([CH3:2])([CH3:3])([CH3:4])[O:5][C:6](=[O:7])[NH:8][CH2:9][CH:10]1[CH2:11][N:12]([CH2:15][CH2:16][CH2:17][CH2:18][CH2:19][NH:20][C:24]([NH:23][CH2:21][CH3:22])=[O:25])[CH2:13][CH2:14]1. The reactants are ClC1=C(C=C(C#N)C=C1)[N+](=O)[O-] (4-chloro-3-nitrobenzonitrile), C(CC)N (n-propylamine). Solvent: C(C)(C)O (isopropanol). Run at time 5 hour. Product: C(CC)NC1=C(C=C(C#N)C=C1)[N+](=O)[O-] (4-n-propylamino-3-nitrobenzonitrile). RXN SMILES: Cl[C:2]1[CH:9]=[CH:8][C:5]([C:6]#[N:7])=[CH:4][C:3]=1[N+:10]([O-:12])=[O:11].[CH2:13]([NH2:16])[CH2:14][CH3:15]>C(O)(C)C>[CH2:13]([NH:16][C:2]1[CH:9]=[CH:8][C:5]([C:6]#[N:7])=[CH:4][C:3]=1[N+:10]([O-:12])=[O:11])[CH2:14][CH3:15]. Procedure: To a stirring suspension of 4-chloro-3-nitrobenzonitrile (7.30 g, 40 mmol) in isopropanol (30 mL) is added n-propylamine (9.87 mL, 120 mmol). The mixture is stirred at room temperature for 5 h, and the solid is then collected by filtration to give 4-n-propylamino-3-nitrobenzonitrile as a yellow solid. 1H NMR (CDCl3) δ 8.51 (1H, q), 8.42(1H, br s), 7.60(1H, m), 6.91(1H, d), 3.33(2H, q), 1.84-1.74(2H, m), 1.07(3H, t). LRMS 206.3 (MH+). Starting materials: C([O-])([O-])=O.[K+].[K+] (Potassium carbonate), FC1=C(C=CC=C1)[N+](=O)[O-] (1-fluoro-2-nitrobenzene), C(C1=CC=CC=C1)N1C[C@@H]2C([C@@H]2C1)N ((1R,5S)-3-benzyl-3-azabicyclo[3.1.0]hex-6-ylamine). The solvent is CN(C=O)C (N,N-dimethylformamide). Reaction conditions: temperature 130 celsius, time 18 hour. The product is C(C1=CC=CC=C1)N1C[C@@H]2C([C@@H]2C1)NC1=C(C=CC=C1)[N+](=O)[O-] (N-[(1R,5S)-3-Benzyl-3-azabicyclo[3.1.0]hex-6-yl]-N-(2-nitrophenyl)amine). As a reaction SMILES: C(=O)([O-])[O-].[K+].[K+].F[C:8]1[CH:13]=[CH:12][CH:11]=[CH:10][C:9]=1[N+:14]([O-:16])=[O:15].[CH2:17]([N:24]1[CH2:29][C@@H:28]2[C@@H:26]([CH:27]2[NH2:30])[CH2:25]1)[C:18]1[CH:23]=[CH:22][CH:21]=[CH:20][CH:19]=1>CN(C)C=O>[CH2:17]([N:24]1[CH2:29][C@@H:28]2[C@@H:26]([CH:27]2[NH:30][C:8]2[CH:13]=[CH:12][CH:11]=[CH:10][C:9]=2[N+:14]([O-:16])=[O:15])[CH2:25]1)[C:18]1[CH:19]=[CH:20][CH:21]=[CH:22][CH:23]=1 |f:0.1.2|. Procedure: Potassium carbonate (4.59 g, 33.2 mmol), followed by 1-fluoro-2-nitrobenzene (1.87 g, 13.3 mmol) were added to a solution of (1R,5S)-3-benzyl-3-azabicyclo[3.1.0]hex-6-ylamine (WO 9318001), (2.50 g, 13.3 mmol) in N,N-dimethylformamide (40 ml), and the reaction mixture stirred at 130° C. for 18 hours. The cooled mixture was filtered, and the filtrate concentrated under reduced pressure. The residue was partitioned between ethyl acetate and water, the phases separated, and the aqueous layer extract... Starting materials: CCO, Cl, [Li+], [OH-], CCOC(=O)CC1OB(O)c2cc(OS(=O)(=O)c3nnc[nH]3)cc(C)c21. Yields the product Cc1cc(OS(=O)(=O)c2nnc[nH]2)cc2c1C(CC(=O)O)OB2O. As a reaction SMILES: [CH3:30][CH2:31][OH:32].[ClH:29].[Li+:28].[OH-:27].[n:1]1[n:2][c:3]([S:6](=[O:7])(=[O:8])[O:9][c:10]2[cH:11][c:12]([CH3:26])[c:13]3[c:14]([cH:25]2)[B:15]([OH:24])[O:16][CH:17]3[CH2:18][C:19](=[O:20])[O:21][CH2:22][CH3:23])[nH:4][cH:5]1>>[n:1]1[n:2][c:3]([S:6](=[O:7])(=[O:8])[O:9][c:10]2[cH:11][c:12]([CH3:26])[c:13]3[c:14]([cH:25]2)[B:15]([OH:24])[O:16][CH:17]3[CH2:18][C:19](=[O:20])[OH:21])[nH:4][cH:5]1.